This data is from the Open Reaction Database (ORD), a public repository of structured organic reaction records. The task is: describe an organic reaction: reactants, conditions, products, and yield Reactants: O=C(O)C(c1ccccc1)c1ccccc1, NCc1ccccc1. The reagents and catalysts are [B-](F)(F)(F)F.CN(C)C(=[N+](C)C)ON1C2=CC=CC=C2N=N1 (TBTU), CCN(C(C)C)C(C)C (DIPEA). Run in CN(C)C=O (DMF), CN(C)C=O (DMF), CN(C)C=O (DMF), CN(C)C=O (DMF), CN(C)C=O (DMF), CN(C)C=O (DMF). Reaction conditions: temperature 25 celsius, time 2 hour. The product is O=C(NCc1ccccc1)C(c1ccccc1)c1ccccc1. Isolated yield 88.0%. As a reaction SMILES: NCc1ccccc1.O=C(O)C(c1ccccc1)c1ccccc1.[B-](F)(F)(F)F.CN(C)C(=[N+](C)C)ON1C2=CC=CC=C2N=N1.CCN(C(C)C)C(C)C.CN(C)C=O>>O=C(NCc1ccccc1)C(c1ccccc1)c1ccccc1. Starting materials: Cl.CN(CCCN=C=NCC)C (1-(3-dimethylaminopropyl)-3-ethylcarbodiimide hydrochloride), ON1N=NC2=C1C=CC=C2 (1-hydroxybenzotriazole), CN1CCOCC1 (N-methylmorpholine), ClC1=CC=C(C=C1)[C@H]1[C@@H](C[C@@H](C1)O)C(=O)O ((1R,2R,4R)-2-(4-chlorophenyl)-4-hydroxycyclopentanecarboxylic acid), [Cl-].C1(CCCCC1)C1(CC[NH2+]CC1)CN1C(OCC1(C)C)=O (4-cyclohexyl-4-[(4,4-dimethyl-2-oxo -1,3-oxazolidin-3-yl)methyl]piperidinium chloride). Run in C(Cl)Cl (methylene chloride). Conditions: time 48 hour. Product: ClC1=CC=C(C=C1)[C@H]1[C@@H](C[C@@H](C1)O)C(=O)N1CCC(CC1)(C1CCCCC1)CN1C(OCC1(C)C)=O (3-[(1-{[(1R,2R,4R)-2-(4-chlorophenyl)-4-hydroxycyclopentyl]carbonyl}-4-cyclohexylpiperidin-4-yl)methyl]-4,4-dimethyl-1,3-oxazolidin-2-one). RXN SMILES: [Cl:1][C:2]1[CH:7]=[CH:6][C:5]([C@@H:8]2[CH2:12][C@@H:11]([OH:13])[CH2:10][C@H:9]2[C:14]([OH:16])=O)=[CH:4][CH:3]=1.Cl.CN(C)CCCN=C=NCC.ON1C2C=CC=CC=2N=N1.CN1CCOCC1.[Cl-].[CH:47]1([C:53]2([CH2:59][N:60]3[C:64]([CH3:66])([CH3:65])[CH2:63][O:62][C:61]3=[O:67])[CH2:58][CH2:57][NH2+:56][CH2:55][CH2:54]2)[CH2:52][CH2:51][CH2:50][CH2:49][CH2:48]1>C(Cl)Cl>[Cl:1][C:2]1[CH:3]=[CH:4][C:5]([C@@H:8]2[CH2:12][C@@H:11]([OH:13])[CH2:10][C@H:9]2[C:14]([N:56]2[CH2:57][CH2:58][C:53]([CH2:59][N:60]3[C:64]([CH3:65])([CH3:66])[CH2:63][O:62][C:61]3=[O:67])([CH:47]3[CH2:48][CH2:49][CH2:50][CH2:51][CH2:52]3)[CH2:54][CH2:55]2)=[O:16])=[CH:6][CH:7]=1 |f:1.2,5.6|. Reported procedure: A 25 mL round bottom flask equipped with a magnetic stir bar was charged with 0.285 g (1.18 mmol) of the product of Step E dissolved in 4 mL of methylene chloride. To the reaction mixture was added 0.340 g (1.77 mmol) of 1-(3-dimethylaminopropyl)-3-ethylcarbodiimide hydrochloride, 0.240 g (1.78 mmol) of 1-hydroxybenzotriazole, 0.390 μL (3.55 mmol) of N-methylmorpholine, followed by 0.431 g (1.30 mmol) of 4-cyclohexyl-4-[(4,4-dimethyl-2-oxo -1,3-oxazolidin-3-yl)methyl]piperidinium chloride. The r... Starting materials: C(CC(C)C)ON=O (isoamylnitrite), NC=1N=CC=2NC3=CC=CC=C3C2C1 (3-amino-β-carboline), O (water), C([O-])(O)=O.[Na+] (sodium bicarbonate). The solvent is C(C)O (ethanol), S(O)(O)(=O)=O (sulfuric acid). Yields the product C(C)OC=1N=CC=2NC3=CC=CC=C3C2C1 (3-ethoxy-β-carboline). As a reaction SMILES: [CH2:1]([O:6]N=O)[CH2:2]C(C)C.N[C:10]1[N:11]=[CH:12][C:13]2[NH:14][C:15]3[C:20]([C:21]=2[CH:22]=1)=[CH:19][CH:18]=[CH:17][CH:16]=3.O.C(=O)(O)[O-].[Na+]>C(O)C.S(=O)(=O)(O)O>[CH2:1]([O:6][C:10]1[N:11]=[CH:12][C:13]2[NH:14][C:15]3[C:20]([C:21]=2[CH:22]=1)=[CH:19][CH:18]=[CH:17][CH:16]=3)[CH3:2] |f:3.4|. Procedure details: 1 ml of isoamylnitrite is added to a suspension of 1 g of 3-amino-β-carboline in 100 ml of ethanol and 2 ml of concentrated sulfuric acid. The mixture is stirred at room temperature for an hour and then refluxed for an hour. As a result, a clear solution is obtained. After cooling, it is poured into a mixture of 100 ml of water and 100 ml of saturated sodium bicarbonate solution. It is extracted three times with 100 ml of ether each time and the evaporation residue of the combined ether extracts... The reactants are ClC1=C(C=CC(=C1)C(C(CC)C)=O)O (2-chloro-4-(1-oxo-2-methylbutyl)phenol), C1=C(C=CC=C1O)C (m-cresol), C[C@H](C(=O)Cl)CC ((S)-(+)-2-methylbutanoic acid chloride). Yields the product CC=1C=C(C=CC1C(C(CC)C)=O)O (3-methyl-4-(1-oxo-2-methylbutyl)phenol). Reaction SMILES: Cl[C:2]1[CH:7]=[C:6]([C:8](=[O:13])[CH:9]([CH3:12])[CH2:10][CH3:11])[CH:5]=[CH:4][C:3]=1[OH:14].[CH:15]1C(O)=CC=CC=1C.C[C@@H](CC)C(Cl)=O>>[CH3:15][C:7]1[CH:2]=[C:3]([OH:14])[CH:4]=[CH:5][C:6]=1[C:8](=[O:13])[CH:9]([CH3:12])[CH2:10][CH3:11]. Procedure details: Generally following to the procedure as described in paragraph (1) of Preparation Example 1, m-cresol and (S)-(+)-2-methylbutanoic acid chloride were reacted to obtain 3-methyl-4-(1-oxo-2-methylbutyl)phenol. Reactants: CC(C)(C)OC(=O)N1CCNCC1, C1=CN=C(C=C1C(F)(F)F)Cl. Reagents/catalysts: CC(C)(C)[O-].[Na+], C1=CC=C(C=C1)P(C2=CC=CC=C2)C3=C(C4=CC=CC=C4C=C3)C5=C(C=CC6=CC=CC=C65)P(C7=CC=CC=C7)C8=CC=CC=C8, C1=CC=C(C=C1)/C=C/C(=O)/C=C/C2=CC=CC=C2.C1=CC=C(C=C1)/C=C/C(=O)/C=C/C2=CC=CC=C2.C1=CC=C(C=C1)/C=C/C(=O)/C=C/C2=CC=CC=C2.[Pd].[Pd]. Run in CC1=CC=CC=C1. Reaction conditions: temperature 105 celsius. Yields the product CC(C)(C)OC(=O)N1CCN(CC1)C2=NC=CC(=C2)C(F)(F)F. The yield is 46.1%. Procedure: A 250 mL round flask was charged with 2-chloro-4-(trifluoromethyl)pyridine (2.57 g, 14.16 mmol), rac-2,2'-Bis(diphenylphosphino)-1,1'-binaphthyl (0.881 g, 1.42 mmol), Sodium tert-butoxide (1.633 g, 16.99 mmol), tert-butyl piperazine-1-carboxylate (2.64 g, 14.16 mmol) and a mixture of toluene (25 mL) and DMF (5 mL). The reaction mixture was degassed for 10 minutes with nitrogen, and then Tris(dibenzylideneacetone)dipalladium(0) (0.648 g, 0.71 mmol) was added. The reaction mixture was stirred at 1...